From a dataset of the Open Reaction Database (ORD), a public repository of structured organic reaction records. describe an organic reaction: reactants, conditions, products, and yield The reactants are Cc1ccncc1-c1cccc(C(=O)CC(=O)Nc2cc(C(F)(F)F)c(C)cc2NC(=O)OC(C)(C)C)c1, ClCCl, O=C(O)C(F)(F)F. Product: Cc1ccncc1-c1cccc(C2=Nc3cc(C)c(C(F)(F)F)cc3NC(=O)C2)c1. As a reaction SMILES: [C:1]([O:2][C:3](=[O:4])[NH:7][c:8]1[c:9]([NH:19][C:20]([CH2:21][C:22](=[O:5])[c:24]2[cH:25][c:26](-[c:30]3[cH:31][n:32][cH:33][cH:34][c:35]3[CH3:36])[cH:27][cH:28][cH:29]2)=[O:37])[cH:10][c:11]([C:15]([F:16])([F:17])[F:18])[c:12]([CH3:14])[cH:13]1)([CH3:6])([CH3:23])[CH3:38].[Cl:46][CH2:47][Cl:48].[F:39][C:40]([F:41])([F:42])[C:43]([OH:44])=[O:45]>>[N:7]1=[C:22]([c:24]2[cH:25][c:26](-[c:30]3[cH:31][n:32][cH:33][cH:34][c:35]3[CH3:36])[cH:27][cH:28][cH:29]2)[CH2:21][C:20](=[O:37])[NH:19][c:9]2[c:8]1[cH:13][c:12]([CH3:14])[c:11]([C:15]([F:16])([F:17])[F:18])[cH:10]2.